This data is from the Open Reaction Database (ORD), a public repository of structured organic reaction records. The task is: describe an organic reaction: reactants, conditions, products, and yield The reactants are C1CCOC1, CS(=O)(=O)Nc1cc(C#N)cc(-c2cn3nc(Cl)ccc3n2)c1. Product: CS(=O)(=O)Nc1cc(C#N)cc(-c2cn3ncccc3n2)c1. As a reaction SMILES: [CH2:24]1[O:25][CH2:26][CH2:27][CH2:28]1.[Cl:1][c:2]1[cH:3][cH:4][c:5]2[n:6]([n:7]1)[cH:8][c:9](-[c:11]1[cH:12][c:13]([NH:19][S:20](=[O:21])(=[O:22])[CH3:23])[cH:14][c:15]([C:17]#[N:18])[cH:16]1)[n:10]2>>[cH:2]1[cH:3][cH:4][c:5]2[n:6]([n:7]1)[cH:8][c:9](-[c:11]1[cH:12][c:13]([NH:19][S:20](=[O:21])(=[O:22])[CH3:23])[cH:14][c:15]([C:17]#[N:18])[cH:16]1)[n:10]2.